Dataset: the Open Reaction Database (ORD), a public repository of structured organic reaction records. Task: describe an organic reaction: reactants, conditions, products, and yield The yield is 64.3%. Reaction SMILES: [NH2:1][CH2:2][CH2:3][C:4]1[CH:9]=[CH:8][C:7]([S:10][CH:11]2[CH2:16][CH2:15][N:14]([C:17]([NH:19][CH2:20][C:21]3([C:26]4[CH:31]=[CH:30][CH:29]=[CH:28][CH:27]=4)[CH2:25][CH2:24][CH2:23][CH2:22]3)=[O:18])[CH2:13][CH2:12]2)=[CH:6][CH:5]=1.C([Si]([O:49][C:50]1[CH:55]=[CH:54][C:53]([O:56][CH2:57][CH:58]2[CH2:60][O:59]2)=[CH:52][CH:51]=1)(C1C=CC=CC=1)C1C=CC=CC=1)(C)(C)C>>[C:26]1([C:21]2([CH2:20][NH:19][C:17]([N:14]3[CH2:13][CH2:12][CH:11]([S:10][C:7]4[CH:6]=[CH:5][C:4]([CH2:3][CH2:2][NH:1][CH2:60][C@H:58]([OH:59])[CH2:57][O:56][C:53]5[CH:54]=[CH:55][C:50]([OH:49])=[CH:51][CH:52]=5)=[CH:9][CH:8]=4)[CH2:16][CH2:15]3)=[O:18])[CH2:25][CH2:24][CH2:23][CH2:22]2)[CH:27]=[CH:28][CH:29]=[CH:30][CH:31]=1. Reported procedure: 4-{[4-(2-Aminoethyl)phenyl]sulfanyl}-N-[(1-phenylcyclopentyl)methyl]-1-piperidinecarboxamide (0.785 g, 1.793 mmol) was reacted with tert-butyl-(4-oxiranylmethoxy-phenoxy)-diphenylsilane (0.62 g, 1.533 mmol) according to Procedure G to give the title compound (eluant: 20:1 chloroform-methanol) (0.830 g, 0.986 mmol). Product: C1(=CC=CC=C1)C1(CCCC1)CNC(=O)N1CCC(CC1)SC1=CC=C(C=C1)CCNC[C@@H](COC1=CC=C(C=C1)O)O (4-(4-{2-[(2S)-2-Hydroxy-3-(4-hydroxy-phenoxy)-propylamino]-ethyl}-phenylsulfanyl)-piperidine-1-carboxylic Acid (1-phenyl-cyclopentylmethyl)-amide). Reactants: NCCC1=CC=C(C=C1)SC1CCN(CC1)C(=O)NCC1(CCCC1)C1=CC=CC=C1 (4-{[4-(2-Aminoethyl)phenyl]sulfanyl}-N-[(1-phenylcyclopentyl)methyl]-1-piperidinecarboxamide), C(C)(C)(C)[Si](C1=CC=CC=C1)(C1=CC=CC=C1)OC1=CC=C(C=C1)OCC1OC1 (tert-butyl-(4-oxiranylmethoxy-phenoxy)-diphenylsilane).